The task is: describe an organic reaction: reactants, conditions, products, and yield. This data is from the Open Reaction Database (ORD), a public repository of structured organic reaction records. Reactants: solid, Cl.Cl.Cl.O1CCC=2C1=C(N=CC2)N2CCN(CC2)CC[C@@H]2CC[C@H](CC2)N (trans-4-{2-[4-(2,3-dihydro-furo[2,3-c]pyridin-7-yl)-piperazin-1-yl]-ethyl}-cyclohexylamine trihydrochloride), Cl.Cl.Cl.O1CCC=2C1=C(N=CC2)N2CCN(CC2)CC[C@@H]2CC[C@H](CC2)N (trans-4-{2-[4-(2,3-dihydro-furo[2,3-c]pyridin-7-yl)-piperazin-1-yl]-ethyl}-cyclohexylamine trihydrochloride), CN(C(CCC(=O)O)=O)C (4-(dimethylamino)-4-oxobutanoic acid). Yields the product O1CCC=2C1=C(N=CC2)N2CCN(CC2)CC[C@@H]2CC[C@H](CC2)NC(CCC(=O)N(C)C)=O (trans-N-(4-{2-[4-(2,3-Dihydro-furo[2,3-c]pyridin-7-yl)-piperazin-1-yl]-ethyl}-cyclohexyl)-N′,N′-dimethyl-succinamide). RXN SMILES: Cl.Cl.Cl.[O:4]1[C:8]2=[C:9]([N:13]3[CH2:18][CH2:17][N:16]([CH2:19][CH2:20][C@H:21]4[CH2:26][CH2:25][C@H:24]([NH2:27])[CH2:23][CH2:22]4)[CH2:15][CH2:14]3)[N:10]=[CH:11][CH:12]=[C:7]2[CH2:6][CH2:5]1.[CH3:28][N:29]([CH3:37])[C:30](=[O:36])[CH2:31][CH2:32][C:33](O)=[O:34]>>[O:4]1[C:8]2=[C:9]([N:13]3[CH2:18][CH2:17][N:16]([CH2:19][CH2:20][C@H:21]4[CH2:26][CH2:25][C@H:24]([NH:27][C:33](=[O:34])[CH2:32][CH2:31][C:30]([N:29]([CH3:37])[CH3:28])=[O:36])[CH2:23][CH2:22]4)[CH2:15][CH2:14]3)[N:10]=[CH:11][CH:12]=[C:7]2[CH2:6][CH2:5]1 |f:0.1.2.3|. Reported procedure: The title compound, white solid (103 mg, 90%), MS (ISP) m/z=458.6 [(M+H)+], mp 177.5° C., was prepared in accordance with the general method of example 6 from trans-4-{2-[4-(2,3-dihydro-furo[2,3-c]pyridin-7-yl)-piperazin-1-yl]-ethyl}-cyclohexylamine trihydrochloride (intermediate B) (110 mg, 0.25 mmol) and 4-(dimethylamino)-4-oxobutanoic acid. The reactants are NCCc1ccc2c(c1)OCO2, Cc1sc2nc(-c3ccncc3)nc(Cl)c2c1Cl. Yields the product Cc1sc2nc(-c3ccncc3)nc(NCCc3ccc4c(c3)OCO4)c2c1Cl. As a reaction SMILES: [CH2:1]1[O:2][c:3]2[cH:4][c:5]([CH2:6][CH2:7][NH2:8])[cH:9][cH:10][c:11]2[O:12]1.[Cl:13][c:14]1[c:15]2[c:16]([n:17][c:18](-[c:20]3[cH:21][cH:22][n:23][cH:24][cH:25]3)[n:19]1)[s:26][c:27]([CH3:30])[c:28]2[Cl:29]>>[CH2:1]1[O:2][c:3]2[cH:4][c:5]([CH2:6][CH2:7][NH:8][c:14]3[c:15]4[c:16]([n:17][c:18](-[c:20]5[cH:21][cH:22][n:23][cH:24][cH:25]5)[n:19]3)[s:26][c:27]([CH3:30])[c:28]4[Cl:29])[cH:9][cH:10][c:11]2[O:12]1.